From a dataset of the Open Reaction Database (ORD), a public repository of structured organic reaction records. describe an organic reaction: reactants, conditions, products, and yield The reactants are C(C)OC(=O)N1C[C@H]([C@H](CC1)NC(C1=C(C=C(C(=C1)Cl)N)O[C@H](C#CC)C)=O)OC (cis-N-(1-ethoxycarbonyl-3-methoxy-4-piperidinyl)-4-amino-5-chloro-2-((S)-1-methyl-2-butynyl)oxybenzamide), [OH-].[K+] (potassium hydroxide), O (water). The solvent is CC(C)O (2-propanol). Yields the product CO[C@@H]1CNCC[C@@H]1NC(C1=C(C=C(C(=C1)Cl)N)O[C@H](C#CC)C)=O (cis-N-(3-Methoxy-4-piperidinyl)-4-amino-5-chloro-2-((S)-1-methyl-2-butynyl)oxybenzamide). Yield: 16.3%. As a reaction SMILES: C(OC([N:6]1[CH2:11][CH2:10][C@H:9]([NH:12][C:13](=[O:28])[C:14]2[CH:19]=[C:18]([Cl:20])[C:17]([NH2:21])=[CH:16][C:15]=2[O:22][C@@H:23]([CH3:27])[C:24]#[C:25][CH3:26])[C@H:8]([O:29][CH3:30])[CH2:7]1)=O)C.[OH-].[K+].O>CC(O)C>[CH3:30][O:29][C@H:8]1[C@@H:9]([NH:12][C:13](=[O:28])[C:14]2[CH:19]=[C:18]([Cl:20])[C:17]([NH2:21])=[CH:16][C:15]=2[O:22][C@@H:23]([CH3:27])[C:24]#[C:25][CH3:26])[CH2:10][CH2:11][NH:6][CH2:7]1 |f:1.2|. Procedure: 2.50 g of the cis-N-(1-ethoxycarbonyl-3-methoxy-4-piperidinyl)-4-amino-5-chloro-2-((S)-1-methyl-2-butynyl)oxybenzamide prepared in the Example 7 and 4.5 g of potassium hydroxide were dissolved in 2-propanol. The obtained solution was refluxed for 1.5 hours and cooled, followed by the addition thereto of water. The resulting mixture was extracted with 10% 2-propanol/chloroform thrice. The combined organic phases were dried over magnesium sulfate and freed from the solvent. The residue was purifie...